From a dataset of the Open Reaction Database (ORD), a public repository of structured organic reaction records. describe an organic reaction: reactants, conditions, products, and yield The reactants are COC1=C2C(=CC(=C1N3C[C@@H]4CCCN[C@@H]4C3)F)C(=O)C(=CN2C5CC5)C(=O)O.Cl (moxifloxacin hydrochloride), [Cl-].[Na+] (Sodium chloride), Fe(III) chloride. Solvent: O (water). Reaction conditions: temperature 121 celsius. Product: COC1=C2C(=CC(=C1N3C[C@@H]4CCCN[C@@H]4C3)F)C(=O)C(=CN2C5CC5)C(=O)O (Moxifloxacin). Reaction SMILES: [CH3:1][O:2][C:3]1[C:8]([N:9]2[CH2:17][C@@H:16]3[C@@H:11]([CH2:12][CH2:13][CH2:14][NH:15]3)[CH2:10]2)=[C:7]([F:18])[CH:6]=[C:5]2[C:19]([C:21]([C:27]([OH:29])=[O:28])=[CH:22][N:23]([CH:24]3[CH2:26][CH2:25]3)[C:4]=12)=[O:20].Cl.[Cl-].[Na+]>O>[CH3:1][O:2][C:3]1[C:8]([N:9]2[CH2:17][C@@H:16]3[C@@H:11]([CH2:12][CH2:13][CH2:14][NH:15]3)[CH2:10]2)=[C:7]([F:18])[CH:6]=[C:5]2[C:19]([C:21]([C:27]([OH:29])=[O:28])=[CH:22][N:23]([CH:24]3[CH2:26][CH2:25]3)[C:4]=12)=[O:20] |f:0.1,2.3|. Reported procedure: The water is initially charged in a reaction vessel made of glass, and moxifloxacin hydrochloride is dissolved therein with stirring. Sodium chloride is added to the solution of the active compound and dissolved therein. An Fe(III) chloride solution is added to the mixture. The mixture is filtered through a 0.2 μm sterile filter and in each case 250 ml are filled into an infusion bottle which is closed and heated in an autoclave at 121° C. for 20 min. Reactants: CC(CC=1NC2=CC=C(C(=C2C1)C(F)(F)F)C#N)C (2-(2-methylpropyl)-4-(trifluoromethyl)-1H-indole-5-carbonitrile), ClCC1=NOC(=N1)C1=CC(=CC(=C1)F)F (3-(chloromethyl)-5-(3,5-difluorophenyl)-1,2,4-oxadiazole). Yields the product FC=1C=C(C=C(C1)F)C1=NC(=NO1)CN1C(=CC2=C(C(=CC=C12)C#N)C(F)(F)F)CC(C)C (1-{[5-(3,5-Difluorophenyl)-1,2,4-oxadiazol-3-yl]methyl}-2-(2-methylpropyl)-4-(trifluoromethyl)-1H-indole-5-carbonitrile). Reaction SMILES: [CH3:1][CH:2]([CH3:19])[CH2:3][C:4]1[NH:5][C:6]2[C:11]([CH:12]=1)=[C:10]([C:13]([F:16])([F:15])[F:14])[C:9]([C:17]#[N:18])=[CH:8][CH:7]=2.Cl[CH2:21][C:22]1[N:26]=[C:25]([C:27]2[CH:32]=[C:31]([F:33])[CH:30]=[C:29]([F:34])[CH:28]=2)[O:24][N:23]=1>>[F:33][C:31]1[CH:32]=[C:27]([C:25]2[O:24][N:23]=[C:22]([CH2:21][N:5]3[C:6]4[C:11](=[C:10]([C:13]([F:16])([F:14])[F:15])[C:9]([C:17]#[N:18])=[CH:8][CH:7]=4)[CH:12]=[C:4]3[CH2:3][CH:2]([CH3:19])[CH3:1])[N:26]=2)[CH:28]=[C:29]([F:34])[CH:30]=1. Procedure details: Synthesized as described in Example 4 using 2-(2-methylpropyl)-4-(trifluoromethyl)-1H-indole-5-carbonitrile and 3-(chloromethyl)-5-(3,5-difluorophenyl)-1,2,4-oxadiazole: 1H NMR (400 MHz, CDCl3) δ 7.66 (d, J=8.3 Hz, 1H), 7.56 (m, 3H), 7.05 (t, J=8.5 Hz, 1H), 6.63 (s, 1H), 5.46 (s, 2H), 2.83 (d, J=7.1 Hz, 2H), 2.13 (m, 1H), 1.07 (d, J=6.6 Hz, 6H); MS (ES) m/z 461 (M+1). Reaction SMILES: [CH2:1]([c:2]1[cH:3][cH:4][cH:5][cH:6][cH:7]1)[N:8]([CH2:9][CH2:10][OH:11])[CH2:12][c:13]1[n:14][cH:15][c:16]([Cl:20])[n:17][c:18]1[Cl:19].[CH2:28]1[O:29][CH2:30][CH2:31][CH2:32]1.[CH3:21][C:22]([CH3:23])([O-:24])[CH3:25].[K+:26].[OH2:27]>>[CH2:1]([c:2]1[cH:3][cH:4][cH:5][cH:6][cH:7]1)[N:8]1[CH2:9][CH2:10][O:11][c:18]2[c:13]([n:14][cH:15][c:16]([Cl:20])[n:17]2)[CH2:12]1. Yields the product Clc1cnc2c(n1)OCCN(Cc1ccccc1)C2. Reactants: OCCN(Cc1ccccc1)Cc1ncc(Cl)nc1Cl, C1CCOC1, CC(C)(C)[O-], [K+], O. Reactants: B.C1CCOC1 (borane THF), COC1=CC2=C(CC(NCC2)=O)C=C1OC (7,8-Dimethoxy-1,3,4,5-tetrahydro-2H-3-benzazepin-2-one), Cl (HCl), C(C)O (ethanol). Run in C1CCOC1 (THF), C1CCOC1 (THF). Reaction conditions: temperature 0 celsius, time 15 minute. Yields the product Cl.COC1=CC2=C(CCNCC2)C=C1OC (7,8-Dimethoxy-2,3,4,5-tetrahydro-1H-3-benzazepine hydrochloride). Reaction SMILES: [CH3:1][O:2][C:3]1[C:14]([O:15][CH3:16])=[CH:13][C:6]2[CH2:7][C:8](=O)[NH:9][CH2:10][CH2:11][C:5]=2[CH:4]=1.B.C1COCC1.C(O)C.[ClH:26]>C1COCC1>[ClH:26].[CH3:1][O:2][C:3]1[C:14]([O:15][CH3:16])=[CH:13][C:6]2[CH2:7][CH2:8][NH:9][CH2:10][CH2:11][C:5]=2[CH:4]=1 |f:1.2,6.7|. Procedure: 22.13 g (100 mmol) of the product obtained in Step 1, suspended in 250 mL of THF, are cooled to 0° C. There are then added, dropwise, over 15 minutes, 250 mL of borane/THF (1M in the THF) and heating is carried out at 80° C. for 24 hours. Cooling is carried out and there are then added, dropwise, 250 mL of ethanol, and then 2.6N ethanolic HCl. Heating at reflux is carried out for 40 minutes; some light insoluble material is filtered off and evaporation to dryness is carried out. The residue ther... Reaction SMILES: [Br:30][CH2:31][CH2:32][CH2:33][CH2:34][Cl:35].[C:24](=[O:25])([O-:26])[O-:27].[K+:28].[K+:29].[O:37]=[CH:38][N:39]([CH3:40])[CH3:41].[OH2:36].[c:1]1([CH:7]2[CH2:8][O:9][c:10]3[cH:11][cH:12][cH:13][c:14]4[c:15]5[c:16]([OH:23])[cH:17][cH:18][cH:19][c:20]5[n:21]2[c:22]34)[cH:2][cH:3][cH:4][cH:5][cH:6]1>>[c:1]1([CH:7]2[CH2:8][O:9][c:10]3[cH:11][cH:12][cH:13][c:14]4[c:15]5[c:16]([O:23][CH2:31][CH2:32][CH2:33][CH2:34][Cl:35])[cH:17][cH:18][cH:19][c:20]5[n:21]2[c:22]34)[cH:2][cH:3][cH:4][cH:5][cH:6]1. Product: ClCCCCOc1cccc2c1c1cccc3c1n2C(c1ccccc1)CO3. Reactants: ClCCCCBr, O=C([O-])[O-], [K+], [K+], CN(C)C=O, O, Oc1cccc2c1c1cccc3c1n2C(c1ccccc1)CO3. The reactants are CNc1ccccc1, CCO, FC(F)(F)c1ccc2c(Cl)ncnc2c1. Product: CN(c1ccccc1)c1ncnc2cc(C(F)(F)F)ccc12. Reaction SMILES: [CH3:16][NH:17][c:18]1[cH:19][cH:20][cH:21][cH:22][cH:23]1.[CH3:24][CH2:25][OH:26].[Cl:1][c:2]1[n:3][cH:4][n:5][c:6]2[cH:7][c:8]([C:12]([F:13])([F:14])[F:15])[cH:9][cH:10][c:11]12>>[c:2]1([N:17]([CH3:16])[c:18]2[cH:19][cH:20][cH:21][cH:22][cH:23]2)[n:3][cH:4][n:5][c:6]2[cH:7][c:8]([C:12]([F:13])([F:14])[F:15])[cH:9][cH:10][c:11]12. The yield is 85.0%. The reactants are ClC1=NC=NC(=C1C1=CC=C(C=C1)OC)Cl (4,6-dichloro-5-(p-methoxyphenyl)pyrimidine), [K].COC1=CC=C(C=C1)S(=O)(=O)N (p-methoxybenzenesulfonamide potassium). Yields the product ClC1=C(C(=NC=N1)NS(=O)(=O)C1=CC=C(C=C1)OC)C1=CC=C(C=C1)OC (N-[6-chloro-5-(p-methoxyphenyl)-4-pyrimidinyl]-p-methoxybenzenesulfonamide). The solvent is CN(C=O)C (dimethylformamide). As a reaction SMILES: Cl[C:2]1[C:7]([C:8]2[CH:13]=[CH:12][C:11]([O:14][CH3:15])=[CH:10][CH:9]=2)=[C:6]([Cl:16])[N:5]=[CH:4][N:3]=1.[K].[CH3:18][O:19][C:20]1[CH:25]=[CH:24][C:23]([S:26]([NH2:29])(=[O:28])=[O:27])=[CH:22][CH:21]=1>CN(C)C=O>[Cl:16][C:6]1[N:5]=[CH:4][N:3]=[C:2]([NH:29][S:26]([C:23]2[CH:22]=[CH:21][C:20]([O:19][CH3:18])=[CH:25][CH:24]=2)(=[O:27])=[O:28])[C:7]=1[C:8]1[CH:13]=[CH:12][C:11]([O:14][CH3:15])=[CH:10][CH:9]=1 |f:1.2,^1:16|. Procedure details: A solution of 510 mg of 4,6-dichloro-5-(p-methoxyphenyl)pyrimidine and 680 mg of p-methoxybenzenesulfonamide potassium in 3 ml of dimethylformamide was heated at 130° C. for 1 hour. After working-up the reaction mixture, there were obtained 690 mg of N-[6-chloro-5-(p-methoxyphenyl)-4-pyrimidinyl]-p-methoxybenzenesulfonamide, melting point 165°-167° C.